Dataset: the Open Reaction Database (ORD), a public repository of structured organic reaction records. Task: describe an organic reaction: reactants, conditions, products, and yield Starting materials: ClC=1C=CC2=C(N(C(N2)=O)C)C1 (6-Chloro-1-methyl-1,3-dihydro-benzoimidazol-2-one), ClCC(=O)N1CCN(CC1)C1=CC(=C(C=C1)Cl)OC (2-Chloro-1-[4-(4-chloro-3-methoxy-phenyl)-piperazin-1-yl]-ethanone), C([O-])([O-])=O.[Cs+].[Cs+] (cesium carbonate). Run in CN(C)C=O (DMF), C(C)(=O)OCC (ethyl acetate). Conditions: time 8 hour. Product: ClC1=CC2=C(N(C(N2C)=O)CC(=O)N2CCN(CC2)C2=CC(=C(C=C2)Cl)OC)C=C1 (5-Chloro-1-{2-[4-(4-chloro-3-methoxy-phenyl)-piperazin-1-yl]-2-oxo-ethyl}-3-methyl-1,3-dihydro-benzoimidazol-2-one). As a reaction SMILES: [Cl:1][C:2]1[CH:3]=[CH:4][C:5]2[NH:9][C:8](=[O:10])[N:7]([CH3:11])[C:6]=2[CH:12]=1.Cl[CH2:14][C:15]([N:17]1[CH2:22][CH2:21][N:20]([C:23]2[CH:28]=[CH:27][C:26]([Cl:29])=[C:25]([O:30][CH3:31])[CH:24]=2)[CH2:19][CH2:18]1)=[O:16].C(=O)([O-])[O-].[Cs+].[Cs+]>CN(C=O)C.C(OCC)(=O)C>[Cl:1][C:2]1[CH:3]=[CH:4][C:5]2[N:9]([CH2:14][C:15]([N:17]3[CH2:18][CH2:19][N:20]([C:23]4[CH:28]=[CH:27][C:26]([Cl:29])=[C:25]([O:30][CH3:31])[CH:24]=4)[CH2:21][CH2:22]3)=[O:16])[C:8](=[O:10])[N:7]([CH3:11])[C:6]=2[CH:12]=1 |f:2.3.4|. Procedure: A mixture of 6-chloro-1-methyl-1,3-dihydro-benzoimidazol-2-one (61) (75 mg, 0.41 mmol, 1 eq), 2-Chloro-1-[4-(4-chloro-3-methoxy-phenyl)-piperazin-1-yl]-ethanone (125 mg, 0.41 mmol, 1 eq), cesium carbonate (401 mg, 1.23 mmol, 3 eq) in DMF (2 ml) was stirred at rt overnight. The reaction solution was diluted with ethyl acetate, washed with water. The organic layer was evaporated to dryness and the crude residue was purified by flash chromatography to provide the desired product 5-chloro-1-{2-[4-(4... The reactants are C1(CC1)N1C=C(C(C2=CC(=C(C=C12)N1CC(C1)(C)CNC(C(F)(F)F)=O)F)=O)C(=O)O (1-cyclopropyl-6-fluoro-7-(3-trifluoroacetamidomethyl-3-methyl-1-azetidinyl)-1,4-dihydro-4-oxo-3-quinolinecarboxylic acid), C(C)O (ethanol). Run in [OH-].[Na+] (sodium hydroxide). Yields the product C1(CC1)N1C=C(C(C2=CC(=C(C=C12)N1CC(C1)(C)CN)F)=O)C(=O)O (1-cyclopropyl-6-fluoro-1,4-dihydro-4-oxo-7-(3-aminomethyl-3-methyl-1-azetidinyl)-quinoline-3-carboxylic acid). As a reaction SMILES: [CH:1]1([N:4]2[C:13]3[C:8](=[CH:9][C:10]([F:27])=[C:11]([N:14]4[CH2:17][C:16]([CH2:19][NH:20]C(=O)C(F)(F)F)([CH3:18])[CH2:15]4)[CH:12]=3)[C:7](=[O:28])[C:6]([C:29]([OH:31])=[O:30])=[CH:5]2)[CH2:3][CH2:2]1.C(O)C>[OH-].[Na+]>[CH:1]1([N:4]2[C:13]3[C:8](=[CH:9][C:10]([F:27])=[C:11]([N:14]4[CH2:17][C:16]([CH2:19][NH2:20])([CH3:18])[CH2:15]4)[CH:12]=3)[C:7](=[O:28])[C:6]([C:29]([OH:31])=[O:30])=[CH:5]2)[CH2:3][CH2:2]1 |f:2.3|. Procedure: A solution of 1.05 g (2.38 mmoles) of 1-cyclopropyl-6-fluoro-7-(3-trifluoroacetamidomethyl)-3-methyl-1-azetidinyl)-1,4-dihydro-4-oxo-3-quinolinecarboxylic acid (Example 30), in 15 ml of 1N sodium hydroxide and 6 ml of ethanol is heated to reflux for 3 hours, and evaporated under vacuum. Acetic acid is added, the product is filtered and washed with water, and 0.7 g (85%) of 1-cyclopropyl-6-fluoro-1,4-dihydro-4-oxo-7-(3-aminomethyl-3-methyl-1-azetidinyl)-3-quinolinecarboxylic acid, melting at 274°... Starting materials: OC1=CC=C(C=C1)C1=CCC(CC1)O (4-(4-hydroxyphenyl)-3-cyclohexene-1-ol), [H][H] (hydrogen), C1(=CC=CC=C1)C1=CC=C(C=C1)O (p-phenylphenol). Yields the product C1(=CC=C(C=C1)C1=CC=C(C=C1)O)O (4,4'-biphenol). As a reaction SMILES: [OH:1][C:2]1[CH:7]=[CH:6][C:5]([C:8]2[CH2:13][CH2:12][CH:11]([OH:14])[CH2:10][CH:9]=2)=[CH:4][CH:3]=1.[H][H].C1(C2C=CC(O)=CC=2)C=CC=CC=1>>[C:2]1([OH:1])[CH:3]=[CH:4][C:5]([C:8]2[CH:13]=[CH:12][C:11]([OH:14])=[CH:10][CH:9]=2)=[CH:6][CH:7]=1. Procedure: It was found that a novel compound 4-(4-hydroxyphenyl)-3-cyclohexene-1-ol can be obtained in good yield by conducting a decomposition reaction in the initial stage of a reaction in the absence of a dehydrogenation catalyst and a hydrogen acceptor, and that by-products such as p-phenylphenol can be virtually inhibited by conducting the dehydrogenation reaction of the novel compound to give 4,4'-biphenol of high purity. The reactants are COC=1C=C(C(C(=O)OC)=CC1)O (methyl 4-methoxysalicylate), C(=O)([O-])[O-].[K+].[K+] (K2CO3), C(C)(C)(C)OC(=O)NCCCBr (1-tert-butoxycarbonylamino-3-bromopropane), [I-].[K+] (potassium iodide). Solvent: O (water), CN(C=O)C (dimethylformamide). Run at time 2.5 day. The product is C(C)(C)(C)OC(=O)NCCCOC1=C(C(=O)OC)C=CC(=C1)OC (methyl 2-(3-tert-butoxycarbonylaminopropoxy)-4-methoxybenzoate). Yield: 93.2%. Reaction SMILES: [CH3:1][O:2][C:3]1[CH:4]=[C:5]([OH:13])[C:6](=[CH:11][CH:12]=1)[C:7]([O:9][CH3:10])=[O:8].C([O-])([O-])=O.[K+].[K+].[C:20]([O:24][C:25]([NH:27][CH2:28][CH2:29][CH2:30]Br)=[O:26])([CH3:23])([CH3:22])[CH3:21].[I-].[K+]>CN(C)C=O.O>[C:20]([O:24][C:25]([NH:27][CH2:28][CH2:29][CH2:30][O:13][C:5]1[CH:4]=[C:3]([O:2][CH3:1])[CH:12]=[CH:11][C:6]=1[C:7]([O:9][CH3:10])=[O:8])=[O:26])([CH3:23])([CH3:22])[CH3:21] |f:1.2.3,5.6|. Reported procedure: To a solution of methyl 4-methoxysalicylate (11.48 g, 63 mmol) in dimethylformamide (30 mL) was added solid K2CO3 (13.06 g, 94.5 mmol), 1-tert-butoxycarbonylamino-3-bromopropane (22.5 g, 94.5 mmol), and freshly ground potassium iodide (1.5 g). The resulting slurry was placed under a nitrogen atmosphere and stirred for 2.5 days. The slurry was diluted with water (250 mL), washed with 1 N NaOH (2×250 mL), water (250 mL), and brine (250 mL), then dried over sodium sulfate and concentrated in vacuo....